From a dataset of the Open Reaction Database (ORD), a public repository of structured organic reaction records. describe an organic reaction: reactants, conditions, products, and yield Reactants: CCCCC(O)CCc1cc(C2(C)CC2C=CC(C)=CC(=O)OCC)cc2c1OCC2(C)C, CO, CC#N, [Na+], C1CCOC1, [OH-], O. Product: CCCCC(O)CCc1cc(C2(C)CC2C=CC(C)=CC(=O)O)cc2c1OCC2(C)C. Reaction SMILES: [CH2:1]([CH3:2])[O:3][C:4]([CH:5]=[C:6]([CH3:7])[CH:8]=[CH:9][CH:10]1[C:11]([CH3:13])([c:14]2[cH:15][c:16]([CH2:25][CH2:26][CH:27]([CH2:28][CH2:29][CH2:30][CH3:31])[OH:32])[c:17]3[c:18]([cH:24]2)[C:19]([CH3:22])([CH3:23])[CH2:20][O:21]3)[CH2:12]1)=[O:33].[CH3:34][OH:35].[CH3:43][C:44]#[N:45].[Na+:42].[O:36]1[CH2:37][CH2:38][CH2:39][CH2:40]1.[OH-:41].[OH2:46]>>[O:3]=[C:4]([CH:5]=[C:6]([CH3:7])[CH:8]=[CH:9][CH:10]1[C:11]([CH3:13])([c:14]2[cH:15][c:16]([CH2:25][CH2:26][CH:27]([CH2:28][CH2:29][CH2:30][CH3:31])[OH:32])[c:17]3[c:18]([cH:24]2)[C:19]([CH3:22])([CH3:23])[CH2:20][O:21]3)[CH2:12]1)[OH:33]. Starting materials: C(C)OC(=O)N1CCN(CC1)C1=COC2=C1C=C(C=C2)F (4-(5-fluorobenzofuran-3-yl)-piperazine-1-carboxylic acid ethyl ester), [OH-].[Na+] (sodium hydroxide). Run in C(C)O (ethanol). The product is FC=1C=CC2=C(C(=CO2)N2CCNCC2)C1 (4-(5-fluorobenzofuran-3-yl)-piperazine). The yield is 35.4%. Reaction SMILES: C(OC([N:6]1[CH2:11][CH2:10][N:9]([C:12]2[C:16]3[CH:17]=[C:18]([F:21])[CH:19]=[CH:20][C:15]=3[O:14][CH:13]=2)[CH2:8][CH2:7]1)=O)C.[OH-].[Na+]>C(O)C>[F:21][C:18]1[CH:19]=[CH:20][C:15]2[O:14][CH:13]=[C:12]([N:9]3[CH2:8][CH2:7][NH:6][CH2:11][CH2:10]3)[C:16]=2[CH:17]=1 |f:1.2|. Reported procedure: 4-(5-fluorobenzofuran-3-yl)-piperazine-1-carboxylic acid ethyl ester (Step 1, 3 g) was dissolved in 95% ethanol and 3N aqueous sodium hydroxide (25 mL) was added. The reaction mixture was stirred at reflux for 24 hours. The mixture was then cooled to room temperature, concentrated on a rotary evaporator to remove the ethanol and extracted with chloroform. The combined organic layers were washed with brine, dried over anhydrous MgSO4, filtered and concentrated on a rotary evaporator. The desired ... The reactants are C([O-])([O-])=O.[K+].[K+] (Potassium carbonate), FC(C(=O)N1C2CC(CC1CC2)=C2C1=CC=CC=C1OC=1C(=CC=CC21)O)(F)F (2,2,2-Trifluoro-1-[3-(4-hydroxy-xanthen-9-ylidene)-8-aza-bicyclo[3.2.1]oct-8-yl]-ethanone). The solvent is CO (methanol). Run at time 8 hour. Yields the product C12CC(CC(CC1)N2)=C2C1=CC=CC=C1OC=1C(=CC=CC21)O (9-(8-Aza-bicyclo[3.2.1]oct-3-ylidene)-9H-xanthen-4-ol). The yield is 38.2%. Reaction SMILES: C(=O)([O-])[O-].[K+].[K+].FC(F)(F)C([N:11]1[CH:16]2[CH2:17][CH2:18][CH:12]1[CH2:13][C:14](=[C:19]1[C:32]3[CH:31]=[CH:30][CH:29]=[C:28]([OH:33])[C:27]=3[O:26][C:25]3[C:20]1=[CH:21][CH:22]=[CH:23][CH:24]=3)[CH2:15]2)=O>CO>[CH:12]12[NH:11][CH:16]([CH2:17][CH2:18]1)[CH2:15][C:14](=[C:19]1[C:32]3[CH:31]=[CH:30][CH:29]=[C:28]([OH:33])[C:27]=3[O:26][C:25]3[C:20]1=[CH:21][CH:22]=[CH:23][CH:24]=3)[CH2:13]2 |f:0.1.2|. Procedure: Potassium carbonate (7.21 g, 52 mmol) was added to a solution of Compound 4a (7.27 g, 18 mmol) in methanol (60 mL), and the reaction was stirred overnight. The reaction was filtered and then ion exchange resin was added (100 g, AG 50W-X210) and the reaction stirred 1 h. The resin was collected by filtration and washed sequentially with water (50 mL) and then methanol (50 mL). The resin was then treated with ammonia in methanol (2M, 500 mL) for 1 h before being collected by filtration again. The ... The reactants are CO, [Na+], [OH-], CCOC(=O)CCN1CCC(=C2c3ccccc3COc3ccccc32)CC1. The product is O=C(O)CCN1CCC(=C2c3ccccc3COc3ccccc32)CC1. As a reaction SMILES: [CH3:31][OH:32].[Na+:30].[OH-:29].[cH:1]1[cH:2][cH:3][cH:4][c:5]2[c:11]1[C:10](=[C:12]1[CH2:13][CH2:14][N:15]([CH2:18][CH2:19][C:20](=[O:21])[O:22][CH2:23][CH3:24])[CH2:16][CH2:17]1)[c:9]1[c:8]([cH:28][cH:27][cH:26][cH:25]1)[CH2:7][O:6]2>>[cH:1]1[cH:2][cH:3][cH:4][c:5]2[c:11]1[C:10](=[C:12]1[CH2:13][CH2:14][N:15]([CH2:18][CH2:19][C:20](=[O:21])[OH:22])[CH2:16][CH2:17]1)[c:9]1[c:8]([cH:28][cH:27][cH:26][cH:25]1)[CH2:7][O:6]2. Reactants: COC(=O)Oc1cc([N+](=O)[O-])c(C#CCN(C)C)cc1C, O=C([O-])[O-], CCO, CC(=O)O, [Na+], [Na+], O. Yields the product COC(=O)Oc1cc(N)c(C#CCN(C)C)cc1C. RXN SMILES: [C:1]([O:2][c:3]1[c:4]([CH3:18])[cH:5][c:6]([C:12]#[C:13][CH2:14][N:15]([CH3:16])[CH3:17])[c:7]([N+:9]([O-:10])=[O:11])[cH:8]1)([O:19][CH3:20])=[O:21].[C:22](=[O:23])([O-:24])[O-:25].[CH3:28][CH2:29][OH:30].[CH3:31][C:32](=[O:33])[OH:34].[Na+:26].[Na+:27].[OH2:35]>>[C:1]([O:2][c:3]1[c:4]([CH3:18])[cH:5][c:6]([C:12]#[C:13][CH2:14][N:15]([CH3:16])[CH3:17])[c:7]([NH2:9])[cH:8]1)([O:19][CH3:20])=[O:21]. Reactants: [BH3-]C#N, O=C([O-])O, CC(=O)[O-], CC(C)(C)CC=O, COC(=O)C1CCCCCCC1N, CO, CCOC(C)=O, Cl, [Na+], [Na+], [Na+]. Yields the product COC(=O)C1CCCCCCC1NCCC(C)(C)C. Reaction SMILES: [C:27]([BH3-:28])#[N:29].[C:31](=[O:32])([OH:33])[O-:34].[CH3:16][C:17](=[O:18])[O-:19].[CH3:20][C:21]([CH2:22][CH:23]=[O:24])([CH3:25])[CH3:26].[CH3:2][O:3][C:4](=[O:5])[CH:6]1[CH:7]([NH2:14])[CH2:8][CH2:9][CH2:10][CH2:11][CH2:12][CH2:13]1.[CH3:36][OH:37].[CH3:38][CH2:39][O:40][C:41](=[O:42])[CH3:43].[ClH:1].[Na+:15].[Na+:30].[Na+:35]>>[CH3:2][O:3][C:4](=[O:5])[CH:6]1[CH:7]([NH:14][CH2:23][CH2:22][C:21]([CH3:20])([CH3:25])[CH3:26])[CH2:8][CH2:9][CH2:10][CH2:11][CH2:12][CH2:13]1. The reactants are ClC=1C=C2C(C(NC2=CC1)=O)(C[N+](=O)[O-])C(C(=O)OC)C#N (methyl [5-chloro-3-(nitromethyl)-2-oxo-2,3-dihydro-1H-indol-3-yl](cyano)acetate), intermediate 27, [OH-].[K+] (potassium hydroxide), O (water), solvent. Solvent: CO (MeOH). Product: ClC=1C=C2C(C(NC2=CC1)=O)(C[N+](=O)[O-])C(C(=O)O)C#N ([5-chloro-3-(nitromethyl)-2-oxo-2,3-dihydro-1H-indol-3-yl](cyano)acetic acid). As a reaction SMILES: [Cl:1][C:2]1[CH:3]=[C:4]2[C:8](=[CH:9][CH:10]=1)[NH:7][C:6](=[O:11])[C:5]2([CH:16]([C:21]#[N:22])[C:17]([O:19]C)=[O:18])[CH2:12][N+:13]([O-:15])=[O:14].[OH-].[K+].O>CO>[Cl:1][C:2]1[CH:3]=[C:4]2[C:8](=[CH:9][CH:10]=1)[NH:7][C:6](=[O:11])[C:5]2([CH:16]([C:21]#[N:22])[C:17]([OH:19])=[O:18])[CH2:12][N+:13]([O-:15])=[O:14] |f:1.2|. Reported procedure: To a solution of methyl [5-chloro-3-(nitromethyl)-2-oxo-2,3-dihydro-1H-indol-3-yl](cyano)acetate, intermediate 27 (5.00 g; 15.45 mmol) in MeOH (150 ml) was added a potassium hydroxide solution in water (9.27 ml; 5.00 M; 46.34 mmol). After stirring for 2.5 l the solvent was evaporated. The residue was taken up with ethyl acetate and the organic phase extracted with 1N HCl, dried (MgSO4) and the solvent removed in vacuo to give the crude [5-chloro-3-(nitromethyl)-2-oxo-2,3-dihydro-1H-indol-3-yl](c... The reactants are O1C(COCCC[Si](O[Si](C)(C)C)(O[Si](C)(C)C)C)C1 (3-[3-(2,3-epoxypropoxy)propyl]-1,1,1,3,5,5,5-heptamethyltrisiloxane), O1C(COCCC[Si](O[Si](C)(C)C)(O[Si](C)(C)C)C)C1 (3-[3-(2,3-epoxypropoxy)propyl]-1,1,1,3,5,5,5-heptamethyltrisiloxane), C(C1=CC=CC=C1)N (benzylamine). The solvent is C(C)(C)O (isopropanol), C(C)(C)O (isopropanol). Conditions: temperature 80 celsius. Yields the product C(C1=CC=CC=C1)NCC(COCCC[Si](O[Si](C)(C)C)(O[Si](C)(C)C)C)O (Benzyl-{2-hydroxy-3-[3-(1,3,3,3-tetramethyl-1-(trimethylsiloxy)-disiloxanyl)propoxy]propyl}amine). As a reaction SMILES: [O:1]1[CH2:20][CH:2]1[CH2:3][O:4][CH2:5][CH2:6][CH2:7][Si:8]([CH3:19])([O:14][Si:15]([CH3:18])([CH3:17])[CH3:16])[O:9][Si:10]([CH3:13])([CH3:12])[CH3:11].[CH2:21]([NH2:28])[C:22]1[CH:27]=[CH:26][CH:25]=[CH:24][CH:23]=1>C(O)(C)C>[CH2:21]([NH:28][CH2:20][CH:2]([OH:1])[CH2:3][O:4][CH2:5][CH2:6][CH2:7][Si:8]([CH3:19])([O:14][Si:15]([CH3:18])([CH3:17])[CH3:16])[O:9][Si:10]([CH3:13])([CH3:12])[CH3:11])[C:22]1[CH:27]=[CH:26][CH:25]=[CH:24][CH:23]=1. Reported procedure: A 500-ml, three-necked, round-bottomed flask equipped with a stirrer, addition funnel, and condenser was charged with 100 g (0.30 mole) of the epoxy trisiloxane (Compound I) of Example 1 dissolved in 200 ml of isopropanol. The addition funnel was charged with a solution of 42.8 g (0.4 mole) of benzylamine (Aldrich) in 100 ml of isopropanol; the solution was added drop-wise to the flask contents at room temperature. The resulting reaction solution was heated at 80° C. for eight hours, after which... The reactants are CCCC[N+](CCCC)(CCCC)CCCC, [F-], CC(C)(C)[Si](OCc1cccc(N2C(=O)N(c3ccccc3Br)Cc3cnc(Nc4ccccc4)nc32)c1)(c1ccccc1)c1ccccc1, C1CCOC1. Product: O=C1N(c2ccccc2Br)Cc2cnc(Nc3ccccc3)nc2N1c1cccc(CO)c1. As a reaction SMILES: [CH3:52][CH2:53][CH2:54][CH2:55][N+:56]([CH2:57][CH2:58][CH2:59][CH3:60])([CH2:61][CH2:62][CH2:63][CH3:64])[CH2:65][CH2:66][CH2:67][CH3:68].[F-:51].[NH:1]([c:2]1[cH:3][cH:4][cH:5][cH:6][cH:7]1)[c:8]1[n:9][cH:10][c:11]2[c:12]([n:13]1)[N:14]([c:26]1[cH:27][c:28]([CH2:32][O:33][Si:34]([C:35]([CH3:36])([CH3:37])[CH3:38])([c:39]3[cH:40][cH:41][cH:42][cH:43][cH:44]3)[c:45]3[cH:46][cH:47][cH:48][cH:49][cH:50]3)[cH:29][cH:30][cH:31]1)[C:15](=[O:25])[N:16]([c:18]1[c:19]([Br:24])[cH:20][cH:21][cH:22][cH:23]1)[CH2:17]2.[O:69]1[CH2:70][CH2:71][CH2:72][CH2:73]1>>[NH:1]([c:2]1[cH:3][cH:4][cH:5][cH:6][cH:7]1)[c:8]1[n:9][cH:10][c:11]2[c:12]([n:13]1)[N:14]([c:26]1[cH:27][c:28]([CH2:32][OH:33])[cH:29][cH:30][cH:31]1)[C:15](=[O:25])[N:16]([c:18]1[c:19]([Br:24])[cH:20][cH:21][cH:22][cH:23]1)[CH2:17]2.